Dataset: the Open Reaction Database (ORD), a public repository of structured organic reaction records. Task: describe an organic reaction: reactants, conditions, products, and yield Procedure: A mixture of benzhydryl 7β-(α-tert.-butoxycarbonylamino-α-phenylacetamido)-3β-chloro-3α-methylcepham-4α-carboxylate (150 mg), trifluoroacetic acid (4 ml), and anisole (1 ml) is stirred at room temperature for 30 minutes, then evaporated in vacuo, The residue is treated with ether to remove soluble material. The insoluble material is 7β-(α-aminophenylacetamido)- 3β-chloro-3α-methylcepham-4α-carboxylic acid trifluoroacetate. The material is mixed with water (1.5 ml) and 25% Amberlite LA-1R is meth... Yields the product NC(C(=O)N[C@H]1[C@@H]2N([C@H]([C@](CS2)(C)Cl)C(=O)O)C1=O)C1=CC=CC=C1 (7β-(α-aminophenylacetamido)-3β-chloro-3α-methylcepham-4α-carboxylic acid). RXN SMILES: C(OC([NH:8][CH:9]([C:40]1[CH:45]=[CH:44][CH:43]=[CH:42][CH:41]=1)[C:10]([NH:12][C@@H:13]1[C:38](=[O:39])[N:15]2[C@@H:16]([C:22]([O:24]C(C3C=CC=CC=3)C3C=CC=CC=3)=[O:23])[C@@:17]([Cl:21])([CH3:20])[CH2:18][S:19][C@H:14]12)=[O:11])=O)(C)(C)C.FC(F)(F)C(O)=O.C1(OC)C=CC=CC=1>>[NH2:8][CH:9]([C:40]1[CH:45]=[CH:44][CH:43]=[CH:42][CH:41]=1)[C:10]([NH:12][C@@H:13]1[C:38](=[O:39])[N:15]2[C@@H:16]([C:22]([OH:24])=[O:23])[C@@:17]([Cl:21])([CH3:20])[CH2:18][S:19][C@H:14]12)=[O:11]. Isolated yield 39.5%. Starting materials: C(C)(C)(C)OC(=O)NC(C(=O)N[C@H]1[C@@H]2N([C@H]([C@](CS2)(C)Cl)C(=O)OC(C2=CC=CC=C2)C2=CC=CC=C2)C1=O)C1=CC=CC=C1 (benzhydryl 7β-(α-tert.-butoxycarbonylamino-α-phenylacetamido)-3β-chloro-3α-methylcepham-4α-carboxylate), FC(C(=O)O)(F)F (trifluoroacetic acid), C1(=CC=CC=C1)OC (anisole). Reaction conditions: time 30 minute. The reactants are C(C)(C)(C)NC(=O)C1=CN(C2=NC=C(N=C21)C2=NN(C=1CCCCC21)C)COCC[Si](C)(C)C (N-tert-butyl-2-(1-methyl-4,5,6,7-tetrahydro-1H-indazol-3-yl)-5-((2-(trimethylsilyl)ethoxy)methyl)-5H-pyrrolo[2,3-b]pyrazine-7-carboxamide), C(=O)(C(F)(F)F)O (TFA), C1CCCCC1 (cyclohexane). The solvent is ClCCl (dichloromethane). Run at temperature 25 celsius, time 18 hour. Yields the product C(C)(C)(C)NC(=O)C1=CNC2=NC=C(N=C21)C2=NN(C=1CCCCC21)C (N-tert-butyl-2-(1-methyl-4,5,6,7-tetrahydro-1H-indazol-3-yl)-5H-pyrrolo[2,3-b]pyrazine-7-carboxamide). Yield: 0.0%. As a reaction SMILES: [C:1]([NH:5][C:6]([C:8]1[C:16]2[C:11](=[N:12][CH:13]=[C:14]([C:17]3[C:25]4[CH2:24][CH2:23][CH2:22][CH2:21][C:20]=4[N:19]([CH3:26])[N:18]=3)[N:15]=2)[N:10](COCC[Si](C)(C)C)[CH:9]=1)=[O:7])([CH3:4])([CH3:3])[CH3:2].C(O)(C(F)(F)F)=O.C1CCCCC1>ClCCl>[C:1]([NH:5][C:6]([C:8]1[C:16]2[C:11](=[N:12][CH:13]=[C:14]([C:17]3[C:25]4[CH2:24][CH2:23][CH2:22][CH2:21][C:20]=4[N:19]([CH3:26])[N:18]=3)[N:15]=2)[NH:10][CH:9]=1)=[O:7])([CH3:4])([CH3:3])[CH3:2]. Reported procedure: To a pale yellow solution of N-tert-butyl-2-(1-methyl-4,5,6,7-tetrahydro-1H-indazol-3-yl)-5-((2-(trimethylsilyl)ethoxy)methyl)-5H-pyrrolo[2,3-b]pyrazine-7-carboxamide (25 mg, 51.8 mmol) in dichloromethane (2.00 mL) was added TFA (2.96 g, 2.00 mL, 26.0 mmol, Eq: 501), the reaction mixture turned brown and was stirred at 25° C. for 18 h. The mixture was concentrated and the residue was re-dissolved in 5 mL of a solution of (dichloromethane/MeOH/ammonium hydroxide; 60:10:1) and stirred at 25° C. fo... The reactants are C(C)(C)(C)OC(=O)N1C(CCCC1)C(=O)O (Piperidine-1,2-dicarboxylic acid 1-tert-butyl ester), B.C1CCOC1 (BH3-THF). Run in C1CCOC1 (THF). Conditions: time 48 hour. Yields the product C(C)(C)(C)OC(=O)N1C(CCCC1)CO (2-Hydroxymethyl-piperidine-1-carboxylic acid tert-butyl ester). RXN SMILES: [C:1]([O:5][C:6]([N:8]1[CH2:13][CH2:12][CH2:11][CH2:10][CH:9]1[C:14](O)=[O:15])=[O:7])([CH3:4])([CH3:3])[CH3:2].B.C1COCC1>C1COCC1>[C:1]([O:5][C:6]([N:8]1[CH2:13][CH2:12][CH2:11][CH2:10][CH:9]1[CH2:14][OH:15])=[O:7])([CH3:4])([CH3:3])[CH3:2] |f:1.2|. Procedure: Piperidine-1,2-dicarboxylic acid 1-tert-butyl ester (50 g, 218.1 mmol) in dry THF (300 mL) was cooled to −78° C. followed by adding BH3-THF solution (261.7 mL, 260.0 mmol) dropwise over 1 h. The resulting mixture was warmed to RT and stirred for 48 h. The reaction was quenched with HOAc/H2O (1:1 ratio, 100 mL). The resulting mixture was partitioned between EtOAc and sat. NaHCO3. The organic layer was washed with more sat. NaHCO3, H2O, brine, and dried over MgSO4. Concentration in vacuo gave a wh... Starting materials: C1(=CC=C(C=C1)N)N (1,4-phenylenediamine), [OH-].[Li+] (lithium hydroxide), C1(\C=C/C(=O)O1)=O (maleic anhydride). The solvent is O1CCCC1 (tetrahydrofuran), O (water), O1CCCC1 (tetrahydrofuran). Reaction conditions: time 3 hour. Yields the product NC1=CC=C(C=C1)NC(\C=C/C(=O)[O-])=O.[Li+] (lithium (2Z)-4-[(4-aminophenyl)amino]-4-oxo-2-butenoate). The yield is 75.3%. Reaction SMILES: [C:1]1([NH2:8])[CH:6]=[CH:5][C:4]([NH2:7])=[CH:3][CH:2]=1.[C:9]1(=[O:15])[O:14][C:12](=[O:13])[CH:11]=[CH:10]1.[OH-].[Li+:17]>O1CCCC1.O>[NH2:7][C:4]1[CH:5]=[CH:6][C:1]([NH:8][C:9](=[O:15])/[CH:10]=[CH:11]\[C:12]([O-:14])=[O:13])=[CH:2][CH:3]=1.[Li+:17] |f:2.3,6.7|. Procedure: Under a nitrogen atmosphere, into a reaction vessel were charged 13.23 g (122.4 mmol) of 1,4-phenylenediamine and 225 ml of tetrahydrofuran. A solution prepared by dissolving 8.00 g (81.6 mmol) of maleic anhydride in 24 ml of tetrahydrofuran was dropped into this under cooling with ice over a period of 2 hours, then, the mixture was stirred at room temperature for 3 hours. After completion of the reaction, a solution prepared by dissolving 1.99 g (81.6 mmol) of 98% lithium hydroxide in 17.95 g o... Starting materials: N1C(=NC=C1)CN1C2=C(OCC1=O)N=C(C(=C2)C2=CC=CC=C2)C2=CC=C(C=C2)C2(CCC2)N (1-((1H-imidazol-2-yl)methyl)-6-(4-(1-aminocyclobutyl)phenyl)-7-phenyl-1H-pyrido[2,3-b][1,4]oxazin-2(3H)-one), C(C)(C)(C)OC(NC1(CCC1)C1=CC=C(C=C1)C=1C(=CC2=C(OCC(N2CC2=CC=NC=C2)=O)N1)C1=CC=CC=C1)=O (tert-butyl(1-(4-(2-oxo-7-phenyl-1-(pyridin-4-ylmethyl)-2,3-dihydro-1H-pyrido[2,3-b][1,4]oxazin-6-yl)phenyl)cyclobutyl)carbamate). Product: NC1(CCC1)C1=CC=C(C=C1)C=1C(=CC2=C(OCC(N2CC2=CC=NC=C2)=O)N1)C1=CC=CC=C1 (6-(4-(1-aminocyclobutyl)phenyl)-7-phenyl-1-(pyridin-4-ylmethyl)-1H-pyrido[2,3-b][1,4]oxazin-2(3H)-one). The yield is 140.5%. As a reaction SMILES: N1C=CN=C1CN1C(=O)COC2N=C(C3C=CC(C4(N)CCC4)=CC=3)C(C3C=CC=CC=3)=CC1=2.C(OC(=O)[NH:41][C:42]1([C:46]2[CH:51]=[CH:50][C:49]([C:52]3[C:53]([C:70]4[CH:75]=[CH:74][CH:73]=[CH:72][CH:71]=4)=[CH:54][C:55]4[N:60]([CH2:61][C:62]5[CH:67]=[CH:66][N:65]=[CH:64][CH:63]=5)[C:59](=[O:68])[CH2:58][O:57][C:56]=4[N:69]=3)=[CH:48][CH:47]=2)[CH2:45][CH2:44][CH2:43]1)(C)(C)C>>[NH2:41][C:42]1([C:46]2[CH:47]=[CH:48][C:49]([C:52]3[C:53]([C:70]4[CH:75]=[CH:74][CH:73]=[CH:72][CH:71]=4)=[CH:54][C:55]4[N:60]([CH2:61][C:62]5[CH:67]=[CH:66][N:65]=[CH:64][CH:63]=5)[C:59](=[O:68])[CH2:58][O:57][C:56]=4[N:69]=3)=[CH:50][CH:51]=2)[CH2:45][CH2:44][CH2:43]1. Procedure: Following the procedure for 1-((1H-imidazol-2-yl)methyl)-6-(4-(1-aminocyclobutyl)phenyl)-7-phenyl-1H-pyrido[2,3-b][1,4]oxazin-2(3H)-one, tert-butyl(1-(4-(2-oxo-7-phenyl-1-(pyridin-4-ylmethyl)-2,3-dihydro-1H-pyrido[2,3-b][1,4]oxazin-6-yl)phenyl)cyclobutyl)carbamate (21 mg, 0.04 mmol) was reacted to afford the title compound (26 mg, quantitative). LCMS (Method A): RT=3.25 min, M+1=464. 1H NMR (500 MHz, MeOD): 8.57 (2H, s), 7.67 (2H, s), 7.28-7.24 (4H, m), 7.23 (1H, s), 7.14-7.10 (3H, m), 6.96-6.94... Reactants: Br.CC(CNC(COC1=CC=CC=C1)=O)(C)NCC(=O)C1=C(C(=C(C=C1)OCC1=CC=CC=C1)OCC1=CC=CC=C1)Cl (2-{[1,1-dimethyl-2-(2-phenoxyacetamido)ethyl]amino}-2'-chloro-3',4'-bis(benzyloxy)acetophenone hydrobromide), Br.CC(CNC(COC1=CC=CC=C1)=O)(C)NCC(=O)C1=C(C(=C(C=C1)O)O)Cl (2-{[1,1-dimethyl-2-(2-phenoxyacetamido)ethyl]amino}-2'-chloro-3',4'-dihydroxy acetophenone hydrobromide), solid. Product: NC(CNC(COC1=CC=CC=C1)=O)(C)C (N-(2-amino-2-methylpropyl)-2-phenoxyacetamide), BrCC(=O)C1=CC(=C(C=C1)OCC1=CC=CC=C1)OCC1=CC=CC=C1 (2-bromo-3',4'-bis(benzyloxy)acetophenone). RXN SMILES: [BrH:1].[CH3:2][C:3]([NH:17]CC(C1C=CC(O)=C(O)C=1Cl)=O)([CH3:16])[CH2:4][NH:5][C:6](=[O:15])[CH2:7][O:8][C:9]1[CH:14]=[CH:13][CH:12]=[CH:11][CH:10]=1.Br.CC(N[CH2:47][C:48]([C:50]1[CH:55]=[CH:54][C:53]([O:56][CH2:57][C:58]2[CH:63]=[CH:62][CH:61]=[CH:60][CH:59]=2)=[C:52]([O:64][CH2:65][C:66]2[CH:71]=[CH:70][CH:69]=[CH:68][CH:67]=2)[C:51]=1Cl)=[O:49])(C)CNC(=O)COC1C=CC=CC=1>>[NH2:17][C:3]([CH3:16])([CH3:2])[CH2:4][NH:5][C:6](=[O:15])[CH2:7][O:8][C:9]1[CH:10]=[CH:11][CH:12]=[CH:13][CH:14]=1.[Br:1][CH2:47][C:48]([C:50]1[CH:55]=[CH:54][C:53]([O:56][CH2:57][C:58]2[CH:63]=[CH:62][CH:61]=[CH:60][CH:59]=2)=[C:52]([O:64][CH2:65][C:66]2[CH:71]=[CH:70][CH:69]=[CH:68][CH:67]=2)[CH:51]=1)=[O:49] |f:0.1,2.3|. Reported procedure: The above acetophenone derivative (A) was itself prepared in 85% yield, as a solid m.p. 141°-143° C. by a similar procedure to that described for the equivalent starting material in Example 11, but from 2-{[1,1-dimethyl-2-(2-phenoxyacetamido)ethyl]amino}-2'-chloro-3',4'-bis(benzyloxy)acetophenone hydrobromide. The latter compound was itself obtained in 40% yield as a solid, m.p. 61°-63° C., from N-(2-amino-2-methylpropyl)-2-phenoxyacetamide and 2-bromo-3',4'-bis(benzyloxy)acetophenone using a pr...